From a dataset of the Open Reaction Database (ORD), a public repository of structured organic reaction records. describe an organic reaction: reactants, conditions, products, and yield The reactants are BrC1=CC(=C(N)C=C1)F (4-bromo-2-fluoroaniline), ferrous sulfate, [N+](=O)([O-])C1=CC=CC=C1 (nitrobenzene), S(O)(O)(=O)=O (sulfuric acid). Run in OCC(O)CO (glycerol). Reaction conditions: time 7 hour. Product: BrC=1C=C2C=CC=NC2=C(C1)F (6-Bromo-8-fluoro-quinoline). As a reaction SMILES: [Br:1][C:2]1[CH:8]=[CH:7][C:5]([NH2:6])=[C:4]([F:9])[CH:3]=1.[N+]([C:13]1[CH:18]=CC=C[CH:14]=1)([O-])=O.S(=O)(=O)(O)O>OCC(CO)O>[Br:1][C:2]1[CH:8]=[C:7]2[C:5](=[C:4]([F:9])[CH:3]=1)[N:6]=[CH:18][CH:13]=[CH:14]2. Procedure details: A mixture of 4-bromo-2-fluoroaniline (12.825 g, 67.5 mmol), 4.275 g of ferrous sulfate, 25.46 g (20.2 ml) of glycerol, 5.067 g (4.2 ml) of nitrobenzene and 11.79 ml of concentrated sulfuric acid was heated gently. After the first vigorous reaction, the mixture was boiled for 7 hours. The nitrobenzene was removed in vacuo. Water was added. The aqueous solution was acidified with glacial acetic acid, and the dark brown precipitate separated, which was purified by flash chromatography (silica gel, ... Starting materials: O1BOC2=C1C=CC=C2 (benzo[d][1,3,2]dioxaborole), BrC=1C(=C(C(=NC1C)C)C(C(=O)OC(C)C)=O)N1CC(CC1)C1CC1 (isopropyl 2-(5-bromo-4-(3-cyclopropylpyrrolidin-1-yl)-2,6-dimethylpyridin-3-yl)-2-oxoacetate), CB1OC([C@@H]2N1CCC2)(C2=CC=CC=C2)C2=CC=CC=C2 ((R)-1-methyl-3,3-diphenylhexahydropyrrolo[1,2-c][1,3,2]oxazaborole). Run in C1(=CC=CC=C1)C (toluene). Run at temperature -50 celsius, time 18 hour. The product is BrC=1C(=C(C(=NC1C)C)[C@@H](C(=O)OC(C)C)O)N1CC(CC1)C1CC1 ((2S)-isopropyl 2-(5-bromo-4-(3-cyclopropylpyrrolidin-1-yl)-2,6-dimethylpyridin-3-yl)-2-hydroxyacetate). Yield: 73.8%. As a reaction SMILES: O1C2C=CC=CC=2OB1.[Br:10][C:11]1[C:12]([N:27]2[CH2:31][CH2:30][CH:29]([CH:32]3[CH2:34][CH2:33]3)[CH2:28]2)=[C:13]([C:19](=[O:26])[C:20]([O:22][CH:23]([CH3:25])[CH3:24])=[O:21])[C:14]([CH3:18])=[N:15][C:16]=1[CH3:17].CB1N2CCC[C@@H]2C(C2C=CC=CC=2)(C2C=CC=CC=2)O1>C1(C)C=CC=CC=1>[Br:10][C:11]1[C:12]([N:27]2[CH2:31][CH2:30][CH:29]([CH:32]3[CH2:34][CH2:33]3)[CH2:28]2)=[C:13]([C@H:19]([OH:26])[C:20]([O:22][CH:23]([CH3:25])[CH3:24])=[O:21])[C:14]([CH3:18])=[N:15][C:16]=1[CH3:17]. Procedure: The benzo[d][1,3,2]dioxaborole (0.66 mL, 2.68 mmol; 50% soln in toluene) was added to a nitrogen purged solution of isopropyl 2-(5-bromo-4-(3-cyclopropylpyrrolidin-1-yl)-2,6-dimethylpyridin-3-yl)-2-oxoacetate (730 mg, 1.78 mmol) and 0.6 ml, of 1M (R)-1-methyl-3,3-diphenylhexahydropyrrolo[1,2-c][1,3,2]oxazaborole (148 mg, 0.54 mmol) in toluene (18 mL) cooled to −50° C. The reaction was allowed to slowly warm to −15° C. and placed in the freezer for 18 h before being quenched with 1M Na2CO3 (5 mL)...